describe an organic reaction: reactants, conditions, products, and yield From a dataset of the Open Reaction Database (ORD), a public repository of structured organic reaction records. Reactants: [N+](=O)([O-])C=1C=NNC1C(=O)N (4-nitro-1H-5-pyrazolecarboxamide), C(=O)(Cl)Cl (phosgene), Cl (hydrochloric acid), O (water). Solvent: ClCCl (dichloromethane), N1=CC=CC=C1 (pyridine), [Cl-].[Na+].O (brine), C1(=CC=CC=C1)C (toluene). Reaction conditions: time 16 hour. Yields the product [N+](=O)([O-])C=1C=NNC1C#N (4-Nitro-1H-5-pyrazolecarbonitrile). The yield is 92.1%. RXN SMILES: [N+:1]([C:4]1[CH:5]=[N:6][NH:7][C:8]=1[C:9]([NH2:11])=O)([O-:3])=[O:2].C(Cl)(Cl)=O.O.Cl>ClCCl.N1C=CC=CC=1.C1(C)C=CC=CC=1.[Cl-].[Na+].O>[N+:1]([C:4]1[CH:5]=[N:6][NH:7][C:8]=1[C:9]#[N:11])([O-:3])=[O:2] |f:7.8.9|. Procedure: A suspension of 4-nitro-1H-5-pyrazolecarboxamide (7.80 g, 50 mmol) in dichloromethane (300 mL) and pyridine (30 mL) was treated with a solution of phosgene in toluene (20%, 50 mL). The mixture was stirred for 16 hours at ambient temperature then water (20 mL) was slowly added to the mixture, followed by 6 N aqueous hydrochloric acid (50 mL) and brine (15 mL). The mixture was extracted with dichloromethane (5×50 mL) and ethyl acetate (3×50 mL). The organic solutions were combined and dried over m... Starting materials: C1CCOC1, COC(=O)c1ccc(C(S)c2nc3cc(OC)ccc3[nH]2)cc1, Cl, O. Reaction SMILES: [CH2:26]1[O:27][CH2:28][CH2:29][CH2:30]1.[CH3:1][O:2][C:3]([c:4]1[cH:5][cH:6][c:7]([CH:10]([SH:11])[c:12]2[n:13][c:14]3[c:15]([nH:16]2)[cH:17][cH:18][c:19]([O:21][CH3:22])[cH:20]3)[cH:8][cH:9]1)=[O:23].[ClH:24].[OH2:25]>>[O:2]=[C:3]([c:4]1[cH:5][cH:6][c:7]([CH:10]([SH:11])[c:12]2[n:13][c:14]3[c:15]([nH:16]2)[cH:17][cH:18][c:19]([O:21][CH3:22])[cH:20]3)[cH:8][cH:9]1)[OH:23]. Yields the product COc1ccc2[nH]c(C(S)c3ccc(C(=O)O)cc3)nc2c1. Reactants: C(C1=CC=CC=C1)C1C(NCC(N1)=O)=O (3-benzyl-piperazine-2,5-dione), O (Water), [H-].[Al+3].[Li+].[H-].[H-].[H-] (lithium aluminum hydride), solution. Run in C(C)OCC (diethyl ether), C(C)OCC (diethyl ether). Conditions: temperature 0 celsius. Yields the product C(C1=CC=CC=C1)C1CNCCN1 (3-benzyl-piperazine). RXN SMILES: [CH2:1]([CH:8]1[NH:13][C:12](=O)[CH2:11][NH:10][C:9]1=O)[C:2]1[CH:7]=[CH:6][CH:5]=[CH:4][CH:3]=1.[H-].[Al+3].[Li+].[H-].[H-].[H-].O>C(OCC)C>[CH2:1]([CH:8]1[NH:13][CH2:12][CH2:11][NH:10][CH2:9]1)[C:2]1[CH:3]=[CH:4][CH:5]=[CH:6][CH:7]=1 |f:1.2.3.4.5.6|. Reported procedure: To a suspension of 3-benzyl-piperazine-2,5-dione (14.98 g, 73 mmol, prepared following generally the procedure of Halpern and Westley, J. Org. Chem. 1968, 33, 864) in dry diethyl ether (500 mL) is added dropwise to a solution of lithium aluminum hydride (400 mL of a 1 M solution in diethyl ether, 400 mmol, 5.4 eq). The suspension is heated at reflux for 23 hours and then cooled to 0° C. Water (70 mL) is then cautiously added and the resulting suspension is warmed to room temperature. After 3 hou... The reactants are FC=1C=C2C(C(NC2=CC1)=O)=C1OCC2=NC(=CC=C21)C=C (5-fluoro-3-(2-vinyl-7H-furo[3,4-b]pyridin-5-ylidene)-1,3-dihydro-indol-2-one), COCCNC ((2-methoxyethyl)methylamine), COCCNC ((2-methoxyethyl)methylamine). Reagents/catalysts: CC(=O)O (AcOH), C(C)N(CC)CC (triethylamine). Conditions: temperature 100 celsius, time 1 hour. Yields the product FC=1C=C2C(C(NC2=CC1)=O)=C1OCC2=NC(=CC=C21)CCN(C)CCO (5-Fluoro-3-(2-{2-[(2-hydroxy-ethyl)-methyl-amino]-ethyl}-7H-furo[3,4-b]pyridin-5-ylidene)-1,3-dihydro-indol-2-one). The yield is 65.2%. Reaction SMILES: [F:1][C:2]1[CH:3]=[C:4]2[C:8](=[CH:9][CH:10]=1)[NH:7][C:6](=[O:11])[C:5]2=[C:12]1[C:20]2[C:15](=[N:16][C:17]([CH:21]=[CH2:22])=[CH:18][CH:19]=2)[CH2:14][O:13]1.C[O:24][CH2:25][CH2:26][NH:27][CH3:28]>CC(O)=O.C(N(CC)CC)C>[F:1][C:2]1[CH:3]=[C:4]2[C:8](=[CH:9][CH:10]=1)[NH:7][C:6](=[O:11])[C:5]2=[C:12]1[C:20]2[C:15](=[N:16][C:17]([CH2:21][CH2:22][N:27]([CH2:26][CH2:25][OH:24])[CH3:28])=[CH:18][CH:19]=2)[CH2:14][O:13]1. Procedure: Following the method described in Example 19, 5-fluoro-3-(2-vinyl-7H-furo[3,4-b]pyridin-5-ylidene)-1,3-dihydro-indol-2-one (65 mg, 0.22 mmol) and (2-methoxyethyl)methylamine (300 mg, 3.99 mmol) and AcOH (12 drops) are heated 100° C. for 2 h. Additional (2-methoxyethyl)methylamine is added and heating is continued for 1 hr. The reaction mixture is cooled and treated with triethylamine (10 drops). The reaction mixture is loaded onto silica gel and purified by chromatography (silica gel, MeOH-Chlor... Reactants: S1C=C(C=C1)C=O (3-thiophenecarboxaldehyde), C(C)(=O)OC(C)=O (acetic anhydride), NO (aminoalcohol), C(C)[Zn]CC (diethylzinc). Solvent: C1(=CC=CC=C1)C (toluene), CCOCC (ether), CCCCCC (hexane). Reaction conditions: time 3 day. Product: C(C)(=O)OC(CC)C1=CSC=C1 ((+)-1-(3-thienyl)propyl acetate). Isolated yield 81.0%. RXN SMILES: NO.C([Zn][CH2:6][CH3:7])C.[S:8]1[CH:12]=[CH:11][C:10]([CH:13]=[O:14])=[CH:9]1.[C:15](OC(=O)C)(=[O:17])[CH3:16]>CCCCCC.C1(C)C=CC=CC=1.CCOCC>[C:15]([O:14][CH:13]([C:10]1[CH:11]=[CH:12][S:8][CH:9]=1)[CH2:6][CH3:7])(=[O:17])[CH3:16]. Reported procedure: To a roundbottom flask containing aminoalcohol 1 (0.05 g, 0.17 mmol) prepared as in Example 1 and 1 M diethylzinc in hexane (6.0 mL) was added dropwise a solution of 3-thiophenecarboxaldehyde (0.32 g, 3.0 mmol) in toluene (3.0 mL). After 3 days at room temperature, acetic anhydride (1.2 mL, 13 mmol) was added. After 2 additional days, the mixture was diluted in ether (50 mL) and the reaction was quenched by dropwise addition of half-saturated aqueous ammonium chloride (50 mL). The ether layer wa... Starting materials: OC1=CC(OC(C1)(CCC1=CC=CC=C1)C1=CC=CC=C1)=O (5,6-dihydro-4-hydroxy-6-phenyl-6-(2-phenylethyl)-2H-pyran-2-one), C1CC(=O)N(C1=O)Br (NBS). Product: BrC=1C(OC(CC1O)(CCC1=CC=CC=C1)C1=CC=CC=C1)=O (3-Bromo-5,6-dihydro-4-hydroxy-6-phenyl-6-(2-phenylethyl)-2H-pyran-2-one). As a reaction SMILES: [OH:1][C:2]1[CH2:7][C:6]([C:16]2[CH:21]=[CH:20][CH:19]=[CH:18][CH:17]=2)([CH2:8][CH2:9][C:10]2[CH:15]=[CH:14][CH:13]=[CH:12][CH:11]=2)[O:5][C:4](=[O:22])[CH:3]=1.C1C(=O)N([Br:30])C(=O)C1>>[Br:30][C:3]1[C:4](=[O:22])[O:5][C:6]([C:16]2[CH:21]=[CH:20][CH:19]=[CH:18][CH:17]=2)([CH2:8][CH2:9][C:10]2[CH:15]=[CH:14][CH:13]=[CH:12][CH:11]=2)[CH2:7][C:2]=1[OH:1]. Reported procedure: The title compound was prepared as described in General Method 3 using 2.0 mmol of 5,6-dihydro-4-hydroxy-6-phenyl-6-(2-phenylethyl)-2H-pyran-2-one (prepared in Example X) and 2.0 mmol of NBS. 1H NMR (DMSO-d6) δ 2.16-2.58 (m, 4 H), 3.30 (m, 2 H), 7.04-7.60 (m, 10 H). Yields the product CN(C(=O)OC(C)(C)C)C1(C)CCNC1. As a reaction SMILES: [C:1]([CH3:2])([CH3:3])([CH3:4])[O:5][C:6](=[O:7])[N:8]([C:9]1([CH3:24])[CH2:10][N:11]([C:14]([O:15][CH2:16][c:17]2[cH:18][cH:19][cH:20][cH:21][cH:22]2)=[O:23])[CH2:12][CH2:13]1)[CH3:25].[CH2:26]1[O:27][CH2:28][CH2:29][O:30][CH2:31]1.[OH-:32].[OH-:34].[Pd+2:33]>>[C:1]([CH3:2])([CH3:3])([CH3:4])[O:5][C:6](=[O:7])[N:8]([C:9]1([CH3:24])[CH2:10][NH:11][CH2:12][CH2:13]1)[CH3:25]. Starting materials: CN(C(=O)OC(C)(C)C)C1(C)CCN(C(=O)OCc2ccccc2)C1, C1COCCO1, [OH-], [OH-], [Pd+2]. Reactants: [CH3], CO, Cl, [K+], [OH-], O, CCCCCC(O)CCC1CCC(O)C1CCCCCCC(=O)OCC, [OH]. The product is CCCCCC(O)CCC1CCC(O)C1CCCCCCC(=O)O. Reaction SMILES: [CH3:31].[CH3:33][OH:34].[ClH:29].[K+:28].[OH-:27].[OH2:32].[OH:1][CH:2]1[CH:3]([CH2:4][CH2:5][CH2:6][CH2:7][CH2:8][CH2:9][C:10](=[O:11])[O:12][CH2:13][CH3:14])[CH:15]([CH2:18][CH2:19][CH:20]([CH2:21][CH2:22][CH2:23][CH2:24][CH3:25])[OH:26])[CH2:16][CH2:17]1.[OH:30]>>[OH:1][CH:2]1[CH:3]([CH2:4][CH2:5][CH2:6][CH2:7][CH2:8][CH2:9][C:10](=[O:11])[OH:12])[CH:15]([CH2:18][CH2:19][CH:20]([CH2:21][CH2:22][CH2:23][CH2:24][CH3:25])[OH:26])[CH2:16][CH2:17]1.